Dataset: the Open Reaction Database (ORD), a public repository of structured organic reaction records. Task: describe an organic reaction: reactants, conditions, products, and yield Procedure: To a solution of 3-[4-(3-{[tert-butyl(dimethyl)silyl]oxy}propyl)phenyl]-2-cyano-N-cyclopropyl-N-(2,3-dichlorobenzyl)propanamide from the previous step (1 eq.) in THF (0.1 M) was added tetrabutylammonium fluoride (1.0 M THF solution, 1.5 eq.). The resulting reaction mixture was stirred at RT for 3 h. After quenching the reaction with 10% aq. HCl, the mixture was extracted with ether. The combined organic extracts were washed with sat. aq. NaHCO3 and brine, dried over MgSO4 and filtered. Concentra... Starting materials: [Si](C)(C)(C(C)(C)C)OCCCC1=CC=C(C=C1)CC(C(=O)N(CC1=C(C(=CC=C1)Cl)Cl)C1CC1)C#N (3-[4-(3-{[tert-butyl(dimethyl)silyl]oxy}propyl)phenyl]-2-cyano-N-cyclopropyl-N-(2,3-dichlorobenzyl)propanamide), [F-].C(CCC)[N+](CCCC)(CCCC)CCCC (tetrabutylammonium fluoride). As a reaction SMILES: [Si]([O:8][CH2:9][CH2:10][CH2:11][C:12]1[CH:17]=[CH:16][C:15]([CH2:18][CH:19]([C:35]#[N:36])[C:20]([N:22]([CH:32]2[CH2:34][CH2:33]2)[CH2:23][C:24]2[CH:29]=[CH:28][CH:27]=[C:26]([Cl:30])[C:25]=2[Cl:31])=[O:21])=[CH:14][CH:13]=1)(C(C)(C)C)(C)C.[F-].C([N+](CCCC)(CCCC)CCCC)CCC>C1COCC1>[C:35]([CH:19]([CH2:18][C:15]1[CH:14]=[CH:13][C:12]([CH2:11][CH2:10][CH2:9][OH:8])=[CH:17][CH:16]=1)[C:20]([N:22]([CH:32]1[CH2:34][CH2:33]1)[CH2:23][C:24]1[CH:29]=[CH:28][CH:27]=[C:26]([Cl:30])[C:25]=1[Cl:31])=[O:21])#[N:36] |f:1.2|. The solvent is C1CCOC1 (THF). Product: C(#N)C(C(=O)N(CC1=C(C(=CC=C1)Cl)Cl)C1CC1)CC1=CC=C(C=C1)CCCO (2-Cyano-N-cyclopropyl-N-(2,3-dichlorobenzyl)-3-[4-(3-hydroxypropyl)phenyl]propanamide). Conditions: time 3 hour.